From a dataset of the Open Reaction Database (ORD), a public repository of structured organic reaction records. describe an organic reaction: reactants, conditions, products, and yield Starting materials: FC1=C(CNCC2=CC=NC=C2)C=CC=C1 (4-(2-fluorobenzylaminomethyl)pyridine), C([O-])([O-])=O.[K+].[K+] (potassium carbonate), CS(=O)(=O)Cl (methanesulfonyl chloride). Run in ClCCl (dichloromethane). Run at time 4 day. The product is FC1=C(CN(S(=O)(=O)C)CC2=CC=NC=C2)C=CC=C1 (N-(2-fluorobenzyl)-N-(pyridin-4-ylmethyl)methanesulfonamide). RXN SMILES: [F:1][C:2]1[CH:16]=[CH:15][CH:14]=[CH:13][C:3]=1[CH2:4][NH:5][CH2:6][C:7]1[CH:12]=[CH:11][N:10]=[CH:9][CH:8]=1.C(=O)([O-])[O-].[K+].[K+].[CH3:23][S:24](Cl)(=[O:26])=[O:25]>ClCCl>[F:1][C:2]1[CH:16]=[CH:15][CH:14]=[CH:13][C:3]=1[CH2:4][N:5]([CH2:6][C:7]1[CH:12]=[CH:11][N:10]=[CH:9][CH:8]=1)[S:24]([CH3:23])(=[O:26])=[O:25] |f:1.2.3|. Reported procedure: A 4.2 g. portion of 4-(2-fluorobenzylaminomethyl)pyridine was dissolved in 50 ml. of dichloromethane, and to it was added 3 g. of potassium carbonate and 2.5 g. of methanesulfonyl chloride. The mixture was stirred at ambient temperature for 4 days, and was then diluted with 50 ml. of water and extracted with 150 ml. of dichloromethane. The organic phase was dried over magnesium sulfate, and concentrated under vacuum. The oily residue was chromatographed on silica gel, eluting with 3:2 toluene:ac... The reactants are CO, CCO, CC(=O)O, [H][H], C[SiH](C)C1(n2cnc3c(NC(=O)c4ccccc4)ncnc32)CC(OC(C)(C)C)C(CN=[N+]=[N-])O1, O, Cc1ccc(S(=O)(=O)O)cc1. Yields the product C[SiH](C)C1(n2cnc3c(NC(=O)c4ccccc4)ncnc32)CC(OC(C)(C)C)C(CN)O1. Reaction SMILES: [CH3:50][OH:51].[CH3:52][CH2:53][OH:54].[CH3:55][C:56](=[O:57])[OH:58].[H:36][H:37].[N:1](=[N+:2]=[N-:3])[CH2:4][CH:5]1[CH:6]([O:31][C:32]([CH3:33])([CH3:34])[CH3:35])[CH2:7][C:8]([n:10]2[cH:11][n:12][c:13]3[c:14]([NH:15][C:16]([c:17]4[cH:18][cH:19][cH:20][cH:21][cH:22]4)=[O:23])[n:24][cH:25][n:26][c:27]23)([SiH:28]([CH3:29])[CH3:30])[O:9]1.[OH2:38].[c:39]1([CH3:40])[cH:41][cH:42][c:43]([S:44]([OH:45])(=[O:46])=[O:47])[cH:48][cH:49]1>>[NH2:1][CH2:4][CH:5]1[CH:6]([O:31][C:32]([CH3:33])([CH3:34])[CH3:35])[CH2:7][C:8]([n:10]2[cH:11][n:12][c:13]3[c:14]([NH:15][C:16]([c:17]4[cH:18][cH:19][cH:20][cH:21][cH:22]4)=[O:23])[n:24][cH:25][n:26][c:27]23)([SiH:28]([CH3:29])[CH3:30])[O:9]1.